Dataset: the Open Reaction Database (ORD), a public repository of structured organic reaction records. Task: describe an organic reaction: reactants, conditions, products, and yield The reactants are N[C@@H](CO)CCC1=CC=C(C=C1)F ((R)-2-amino-4-(4-fluoro-phenyl)-butan-1-ol), N#CBr (cyanogen bromide). Yields the product FC1=CC=C(C=C1)CC[C@H]1N=C(OC1)N ((R)-4-[2-(4-fluoro-phenyl)-ethyl]-4,5-dihydro-oxazol-2-ylamine). As a reaction SMILES: [NH2:1][C@H:2]([CH2:5][CH2:6][C:7]1[CH:12]=[CH:11][C:10]([F:13])=[CH:9][CH:8]=1)[CH2:3][OH:4].[N:14]#[C:15]Br>>[F:13][C:10]1[CH:9]=[CH:8][C:7]([CH2:6][CH2:5][C@@H:2]2[CH2:3][O:4][C:15]([NH2:14])=[N:1]2)=[CH:12][CH:11]=1. Reported procedure: In analogy to example 1b (R)-2-amino-4-(4-fluoro-phenyl)-butan-1-ol was reacted with cyanogen bromide to give (R)-4-[2-(4-fluoro-phenyl)-ethyl]-4,5-dihydro-oxazol-2-ylamine. White solid. MS (ISP): 209.3 ([M+H]+)) Reactants: O=C([O-])[O-], CCc1nc(Cl)cc(-c2ccccc2OC)n1, [K+], [K+], NN, [Na+], [Na+], O=C([O-])[O-], C1COCCO1. Yields the product CCc1nc(NN)cc(-c2ccccc2OC)n1. RXN SMILES: [C:26](=[O:27])([O-:28])[O-:29].[Cl:1][c:2]1[n:3][c:4]([CH2:16][CH3:17])[n:5][c:6](-[c:8]2[c:9]([O:14][CH3:15])[cH:10][cH:11][cH:12][cH:13]2)[cH:7]1.[K+:30].[K+:31].[NH2:18][NH2:19].[Na+:20].[Na+:21].[O-:22][C:23](=[O:24])[O-:25].[O:32]1[CH2:33][CH2:34][O:35][CH2:36][CH2:37]1>>[c:2]1([NH:18][NH2:19])[n:3][c:4]([CH2:16][CH3:17])[n:5][c:6](-[c:8]2[c:9]([O:14][CH3:15])[cH:10][cH:11][cH:12][cH:13]2)[cH:7]1. Starting materials: CC1=CC=C(C=C1)C(C(=O)N)C (2-(4-Methylphenyl)propionamide), [Li] (lithium), O1CCCC1 (tetrahydrofuran), O1CCCC1 (tetrahydrofuran), [OH-].[Na+] (NaOH), O (water), O (Water). The product is CC1=CC=C(C=C1)CCCN (3-(4-methylphenyl)propanamine). RXN SMILES: C[C:2]1C=C[C:5]([CH:8](C)[C:9]([NH2:11])=O)=[CH:4][CH:3]=1.[Li].O.[OH-].[Na+].O1[CH2:21][CH2:20][CH2:19][CH2:18]1>>[CH3:18][C:19]1[CH:2]=[CH:3][C:4]([CH2:5][CH2:8][CH2:9][NH2:11])=[CH:21][CH:20]=1 |f:3.4,^1:12|. Reported procedure: 2-(4-Methylphenyl)propionamide (4 g) in dry tetrahydrofuran was added dropwise under nitrogen to lithium alumimium hydride (0.93 g) in dry tetrahydrofuran. The mixture was refluxed for 1 h at the end of addition. Water (1 ml), 2N. NaOH (1 ml), further water (3 ml) were added, the mixture filtered and the filtrate evaporated to give 3-(4-methylphenyl)propanamine (3.5 g). The reactants are [N+](=O)([O-])C1=C(C=CC=C1)CC(=O)O (2-nitrophenylacetic acid), C[N-]C (N,N-dimethylamide), [H-].[Al+3].[Li+].[H-].[H-].[H-] (lithium aluminium hydride). The product is CN(CCC1=C(N)C=CC=C1)C (2-[2-(Dimethylamino)ethyl]aniline). RXN SMILES: [N+:1]([C:4]1[CH:9]=[CH:8][CH:7]=[CH:6][C:5]=1[CH2:10][C:11](O)=O)([O-])=O.[CH3:14][N-:15][CH3:16].[H-].[Al+3].[Li+].[H-].[H-].[H-]>>[CH3:14][N:15]([CH3:16])[CH2:11][CH2:10][C:5]1[CH:6]=[CH:7][CH:8]=[CH:9][C:4]=1[NH2:1] |f:2.3.4.5.6.7|. Procedure: The title compound was prepared from 2-nitrophenylacetic acid by conversion to the N,N-dimethylamide, hydrogenation then reduction with lithium aluminium hydride. Starting materials: COc1ccc(C(CS(C)(=O)=O)N2C(=O)c3cccc(NC(=O)CCl)c3C2=O)cc1OC, CNC, CC#N, CCO, CCOC(C)=O, Cl, C1CCOC1. Yields the product COc1ccc(C(CS(C)(=O)=O)N2C(=O)c3cccc(NC(=O)CN(C)C)c3C2=O)cc1OC, Cl. RXN SMILES: [CH3:1][O:2][c:3]1[cH:4][c:5]([CH:11]([CH2:12][S:13](=[O:14])(=[O:15])[CH3:16])[N:17]2[C:18](=[O:32])[c:19]3[cH:20][cH:21][cH:22][c:23]([NH:27][C:28]([CH2:29][Cl:30])=[O:31])[c:24]3[C:25]2=[O:26])[cH:6][cH:7][c:8]1[O:9][CH3:10].[CH3:33][NH:34][CH3:35].[CH3:42][C:43]#[N:44].[CH3:45][CH2:46][OH:47].[CH3:48][CH2:49][O:50][C:51](=[O:52])[CH3:53].[ClH:41].[O:36]1[CH2:37][CH2:38][CH2:39][CH2:40]1>>[CH3:1][O:2][c:3]1[cH:4][c:5]([CH:11]([CH2:12][S:13](=[O:14])(=[O:15])[CH3:16])[N:17]2[C:18](=[O:32])[c:19]3[cH:20][cH:21][cH:22][c:23]([NH:27][C:28]([CH2:29][N:34]([CH3:33])[CH3:35])=[O:31])[c:24]3[C:25]2=[O:26])[cH:6][cH:7][c:8]1[O:9][CH3:10].[ClH:30]. The reactants are Cl.ClCCNCCCl (bis(2-chloroethyl)amine hydrochloride), ClC1=C(N)C=C(C=C1)Cl (2,5-dichloroaniline), C([O-])([O-])=O.[K+].[K+] (potassium carbonate). Solvent: C(CCC)O (butanol). Yields the product Cl.ClC1=C(C=C(C=C1)Cl)N1CCNCC1 (1-(2,5-Dichlorophenyl)piperazine hydrochloride). The yield is 13.2%. RXN SMILES: Cl.[Cl:2][CH2:3][CH2:4][NH:5][CH2:6][CH2:7]Cl.[Cl:9][C:10]1[CH:16]=[CH:15][C:14]([Cl:17])=[CH:13][C:11]=1[NH2:12].C(=O)([O-])[O-].[K+].[K+]>C(O)CCC>[ClH:2].[Cl:9][C:10]1[CH:16]=[CH:15][C:14]([Cl:17])=[CH:13][C:11]=1[N:12]1[CH2:7][CH2:6][NH:5][CH2:4][CH2:3]1 |f:0.1,3.4.5,7.8|. Procedure: 7.14 g of bis(2-chloroethyl)amine hydrochloride was suspended in 70 ml of butanol and 6.48 g of 2,5-dichloroaniline was added thereto at room temperature. After heating under reflux for 48 hours, the reaction mixture was cooled and 5.52 g of potassium carbonate was added. After heating under reflux for additional 24 hours, the insoluble matters were filtered off and the filtrate was concentrated. Then the obtained residue was extracted with chloroform and a saturated aqueous solution of sodium h... Reactants: crude residue, C(C)(C)(C)OC(=O)NC(C)(C(=O)O)C (N-(tert-butoxycarbonyl)-2-methylalanine), C1(CCCC1)O (cyclopentanol), CCN=C=NCCCN(C)C (EDCI). Reagents/catalysts: CN(C)C=1C=CN=CC1 (DMAP). Solvent: CCOC(=O)C (EtOAc), C(Cl)Cl (DCM). Conditions: time 18 hour. The product is C(C)(C)(C)OC(=O)NC(C)(C(=O)OC1CCCC1)C (1—Cyclopentyl N-(tert-butoxycarbonyl)-2-methylalaninate). Yield: 19.0%. RXN SMILES: [C:1]([O:5][C:6]([NH:8][C:9]([CH3:14])([C:11]([OH:13])=[O:12])[CH3:10])=[O:7])([CH3:4])([CH3:3])[CH3:2].[CH:15]1(O)[CH2:19][CH2:18][CH2:17][CH2:16]1.CCN=C=NCCCN(C)C>C(Cl)Cl.CN(C1C=CN=CC=1)C.CCOC(C)=O>[C:1]([O:5][C:6]([NH:8][C:9]([CH3:14])([C:11]([O:13][CH:15]1[CH2:19][CH2:18][CH2:17][CH2:16]1)=[O:12])[CH3:10])=[O:7])([CH3:4])([CH3:2])[CH3:3]. Procedure details: To a solution of N-(tert-butoxycarbonyl)-2-methylalanine (1.00 g, 4.92 mmol) in DCM (10 ml) at 0° C. was added cyclopentanol (0.83 ml, 9.84 mmol), EDCI (1.06 g, 5.42 mmol) and finally DMAP (60 mg, 0.49 mmol). The reaction mixture was warmed to RT and stirred for 18 hours. The DCM was removed in vacuo to give a clear oil. The crude residue was dissolved in EtOAc (100 ml) and washed with water, 1 M NaHCO3 and brine. The organic phase was dried (MgSO4) and concentrated in vacuo. The crude extract w... Starting materials: COC([C@@H](C(C)C)NS(=O)(=O)C1=CC2=C(N=C(S2)SC)C=C1)=O ((2R)-3-methyl-2-[(2-methylthiobenzthiazol-6-sulfonyl)amino]butanoic acid methylester), [Li+].[OH-] (LiOH). Reaction SMILES: C[O:2][C:3](=[O:23])[C@H:4]([NH:8][S:9]([C:12]1[CH:22]=[CH:21][C:15]2[N:16]=[C:17]([S:19][CH3:20])[S:18][C:14]=2[CH:13]=1)(=[O:11])=[O:10])[CH:5]([CH3:7])[CH3:6].[Li+].[OH-]>C1COCC1.O>[CH3:6][CH:5]([CH3:7])[C@@H:4]([NH:8][S:9]([C:12]1[CH:22]=[CH:21][C:15]2[N:16]=[C:17]([S:19][CH3:20])[S:18][C:14]=2[CH:13]=1)(=[O:11])=[O:10])[C:3]([OH:23])=[O:2] |f:1.2,3.4|. Solvent: C1CCOC1.O (THF H2O). Procedure: (2R)-3-methyl-2-[(2-methylthiobenzthiazol-6-sulfonyl)amino]butanoic acid methylester (0.35 g, 0.9 mmol) was dissolved in THF/H2O (2 mL/2 mL), and added LiOH (0.16 g, 5 equi.). After the reaction soluton was refluxed for 6 hours, the solution was distilled under reduced pressure and treated with 1N HCl. The product was extracted with ethylacetate (10 mL). The separated organic phase was washed with NaCl solution, dried over MgSO4, distilled under reduced pressure and dried under vacuum, to prepar... Product: CC([C@H](C(=O)O)NS(=O)(=O)C1=CC2=C(N=C(S2)SC)C=C1)C ((2R)-3-methyl-2-[(2-methylthiobenzthiazol-6-sulfonyl)amino]butanoic Acid). The reactants are C(#C)C1=C(N)C=C(C=C1)C=1N=C2N(N=C(C=C2)C2=C(C=CC=C2)F)C1 (2-ethynyl-5-(6-(2-fluorophenyl)imidazo[1,2-b]pyridazin-2-yl)aniline), N1=CC=CC=C1 (pyridine), CC(C(=O)Cl)(C)C (trimethylacetylchloride). Run in C(C)#N (acetonitrile). Conditions: time 4 hour. Product: C(#C)C1=C(C=C(C=C1)C=1N=C2N(N=C(C=C2)C2=C(C=CC=C2)F)C1)NC(C(C)(C)C)=O (N-(2-ethynyl-5-(6-(2-fluorophenyl)imidazo[1,2-b]pyridazin-2-yl)phenyl)pivalamide). Isolated yield 77.0%. As a reaction SMILES: [C:1]([C:3]1[CH:9]=[CH:8][C:7]([C:10]2[N:11]=[C:12]3[CH:17]=[CH:16][C:15]([C:18]4[CH:23]=[CH:22][CH:21]=[CH:20][C:19]=4[F:24])=[N:14][N:13]3[CH:25]=2)=[CH:6][C:4]=1[NH2:5])#[CH:2].N1C=CC=CC=1.[CH3:32][C:33]([CH3:38])([CH3:37])[C:34](Cl)=[O:35]>C(#N)C>[C:1]([C:3]1[CH:9]=[CH:8][C:7]([C:10]2[N:11]=[C:12]3[CH:17]=[CH:16][C:15]([C:18]4[CH:23]=[CH:22][CH:21]=[CH:20][C:19]=4[F:24])=[N:14][N:13]3[CH:25]=2)=[CH:6][C:4]=1[NH:5][C:34](=[O:35])[C:33]([CH3:38])([CH3:37])[CH3:32])#[CH:2]. Procedure: A solution of 2-ethynyl-5-(6-(2-fluorophenyl)imidazo[1,2-b]pyridazin-2-yl)aniline (0.030 g, 0.0913 mmol) in acetonitrile (1 mL) containing pyridine (0.273 mmol) is added trimethylacetylchloride (0.0958 mmol). The mixture is stirred at room temperature for 4 hours, then concentrated to dryness and residue purified via silica chromatography (hexanes to EtOAc) to afford the title compound (0.029 g, 78%) as a yellow solid: Rf 0.58 (1:1 EtOAc:hexanes); LCMS (m/z)=413.5 [M+H]+, tR=3.19 min. (compound ...